From a dataset of the Open Reaction Database (ORD), a public repository of structured organic reaction records. describe an organic reaction: reactants, conditions, products, and yield The reactants are Intermediate 71, C=1C=CC2=C(C1)N=NN2O (HOBt), CCN(C(C)C)C(C)C (DIPEA), C1(=CC=CC=C1)N1C=NC(=C1)C(=O)NCC(=O)O ([(1-phenyl-1H-imidazole-4-carbonyl)-amino]-acetic acid), Intermediate 68, CCN=C=NCCCN(C)C (EDCI), Cl.ClC1=C(OC2CNC2)C=CC=C1 (3-(2-chloro-phenoxy)-azetidine hydrochloride). Solvent: CN(C)C=O (DMF). Conditions: time 2 minute. Yields the product ClC1=C(OC2CN(C2)C(CNC(=O)C=2N=CN(C2)C2=CC=CC=C2)=O)C=CC=C1 (1-phenyl-1H-imidazole-4-carboxylic acid {2-[3-(2-chloro-phenoxy)-azetidin-1-yl]-2-oxo-ethyl}-amide). The yield is 26.7%. As a reaction SMILES: CCN(C(C)C)C(C)C.[C:10]1([N:16]2[CH:20]=[C:19]([C:21]([NH:23][CH2:24][C:25]([OH:27])=O)=[O:22])[N:18]=[CH:17]2)[CH:15]=[CH:14][CH:13]=[CH:12][CH:11]=1.C1C=CC2N(O)N=NC=2C=1.CCN=C=NCCCN(C)C.Cl.[Cl:50][C:51]1[CH:61]=[CH:60][CH:59]=[CH:58][C:52]=1[O:53][CH:54]1[CH2:57][NH:56][CH2:55]1>CN(C=O)C>[Cl:50][C:51]1[CH:61]=[CH:60][CH:59]=[CH:58][C:52]=1[O:53][CH:54]1[CH2:57][N:56]([C:25](=[O:27])[CH2:24][NH:23][C:21]([C:19]2[N:18]=[CH:17][N:16]([C:10]3[CH:11]=[CH:12][CH:13]=[CH:14][CH:15]=3)[CH:20]=2)=[O:22])[CH2:55]1 |f:4.5|. Procedure details: DIPEA (141 mg, 1.09 mmol) was added to a stirred solution of [(1-phenyl-1H-imidazole-4-carbonyl)-amino]-acetic acid (prepared from Intermediate 68 by means of Step 3 of the General Scheme) (67 mg, 0.27 mmol) in DMF (3 mL) followed by HOBt (39 mg, 0.28 mmol) and EDCI (56 mg, 0.28 mmol). After 2 minutes of stirring, 3-(2-chloro-phenoxy)-azetidine hydrochloride (prepared by the method used for the synthesis of Intermediate 71) (60 mg, 0.27 mmol) was added and the resulting mixture was stirred at am...